This data is from the Open Reaction Database (ORD), a public repository of structured organic reaction records. The task is: describe an organic reaction: reactants, conditions, products, and yield Reactants: Cc1cc(-c2cc(C(=O)CC(=O)Nc3cc(Cl)c(N(C)C)cc3NC(=O)OC(C)(C)C)ccn2)on1, ClCCl, O=C(O)C(F)(F)F. Yields the product Cc1cc(-c2cc(C3=Nc4cc(N(C)C)c(Cl)cc4NC(=O)C3)ccn2)on1. As a reaction SMILES: [C:1]([O:2][C:3](=[O:4])[NH:7][c:8]1[c:9]([NH:18][C:19]([CH2:20][C:21](=[O:5])[c:23]2[cH:24][c:25](-[c:29]3[cH:30][c:31]([CH3:34])[n:32][o:33]3)[n:26][cH:27][cH:28]2)=[O:35])[cH:10][c:11]([Cl:17])[c:12]([N:14]([CH3:15])[CH3:16])[cH:13]1)([CH3:6])([CH3:22])[CH3:36].[Cl:44][CH2:45][Cl:46].[F:37][C:38]([F:39])([F:40])[C:41]([OH:42])=[O:43]>>[N:7]1=[C:21]([c:23]2[cH:24][c:25](-[c:29]3[cH:30][c:31]([CH3:34])[n:32][o:33]3)[n:26][cH:27][cH:28]2)[CH2:20][C:19](=[O:35])[NH:18][c:9]2[c:8]1[cH:13][c:12]([N:14]([CH3:15])[CH3:16])[c:11]([Cl:17])[cH:10]2. The reactants are N([C@@H](CCCCNC(=O)OC(C)(C)C)C(=O)N[C@@H](CCCCNC(=O)OC(C)(C)C)C(=O)N1[C@H](C(=O)N)CCC1)C(=O)OCC1=CC=CC=C1 (Z-Lys(Boc)-Lys(Boc)-Pro-NH2), ON1C(CCC1=O)=O.C(C1=CC=CC=C1)OC(=O)N[C@@H](CCCCNC(=O)OC(C)(C)C)C(=O)O (Nα -benzyloxycarbonyl-Nε -t-butyloxycarbonyl-L-lysine N-hydroxy-succinimide). The reagents and catalysts are [Pd] (palladium). The solvent is CO (methanol). Reaction conditions: temperature 4 celsius, time 8 hour. The product is N([C@@H](CCCCNC(=O)OC(C)(C)C)C(=O)N[C@@H](CCCCNC(=O)OC(C)(C)C)C(=O)N[C@@H](CCCCNC(=O)OC(C)(C)C)C(=O)N1[C@H](C(=O)N)CCC1)C(=O)OCC1=CC=CC=C1 (Z-Lys(Boc)-Lys(Boc)-Lys(Boc)-Pro-NH2). Isolated yield 5.7%. RXN SMILES: [NH:1](C(OCC1C=CC=CC=1)=O)[C@H:2]([C:15]([NH:17][C@H:18]([C:31]([N:33]1[CH2:40][CH2:39][CH2:38][C@H:34]1[C:35]([NH2:37])=[O:36])=[O:32])[CH2:19][CH2:20][CH2:21][CH2:22][NH:23][C:24]([O:26][C:27]([CH3:30])([CH3:29])[CH3:28])=[O:25])=[O:16])[CH2:3][CH2:4][CH2:5][CH2:6][NH:7][C:8]([O:10][C:11]([CH3:14])([CH3:13])[CH3:12])=[O:9].ON1C(=O)CCC1=O.[CH2:59]([O:66][C:67]([NH:69][C@H:70]([C:83]([OH:85])=O)[CH2:71][CH2:72][CH2:73][CH2:74][NH:75][C:76]([O:78][C:79]([CH3:82])([CH3:81])[CH3:80])=[O:77])=[O:68])[C:60]1[CH:65]=[CH:64][CH:63]=[CH:62][CH:61]=1>CO.[Pd]>[NH:69]([C:67]([O:66][CH2:59][C:60]1[CH:61]=[CH:62][CH:63]=[CH:64][CH:65]=1)=[O:68])[C@H:70]([C:83]([NH:1][C@H:2]([C:15]([NH:17][C@H:18]([C:31]([N:33]1[CH2:40][CH2:39][CH2:38][C@H:34]1[C:35]([NH2:37])=[O:36])=[O:32])[CH2:19][CH2:20][CH2:21][CH2:22][NH:23][C:24]([O:26][C:27]([CH3:28])([CH3:29])[CH3:30])=[O:25])=[O:16])[CH2:3][CH2:4][CH2:5][CH2:6][NH:7][C:8]([O:10][C:11]([CH3:13])([CH3:14])[CH3:12])=[O:9])=[O:85])[CH2:71][CH2:72][CH2:73][CH2:74][NH:75][C:76]([O:78][C:79]([CH3:80])([CH3:81])[CH3:82])=[O:77] |f:1.2|. Procedure details: Compound XV (1.06 g, 1.5 mmoles) is hydrogenolyzed over palladium in methanol for 3 hours. After the solvent have been removed by evaporation in vacuo the residue is dissolved in ethyl acetate and chilled in an ice bath. To this is added Nα -benzyloxycarbonyl-Nε -t-butyloxycarbonyl-L-lysine N-hydroxy-succinimide (0.72 g, 1.5 mmoles) and the mixture is stirred at 4° C overnight. The precipitates which has separated are filtered off, washed with ice-cold ethyl acetate and dried in vacuo (1.31 g). ...